The task is: describe an organic reaction: reactants, conditions, products, and yield. This data is from the Open Reaction Database (ORD), a public repository of structured organic reaction records. Product: COc1ccc(C2(CN3C(=O)c4ccccc4C3=O)OCCO2)cc1. Reaction SMILES: [CH2:23]([CH2:24][OH:25])[OH:26].[CH2:38]([OH:39])[CH2:40][CH2:41][CH3:42].[CH3:1][O:2][c:3]1[cH:4][cH:5][c:6]([C:9]([CH2:10][N:11]2[C:12](=[O:21])[c:13]3[cH:14][cH:15][cH:16][cH:17][c:18]3[C:19]2=[O:20])=[O:22])[cH:7][cH:8]1.[CH3:27][c:28]1[cH:29][cH:30][c:31]([S:32](=[O:33])(=[O:34])[OH:35])[cH:36][cH:37]1.[CH3:43][c:44]1[cH:45][cH:46][cH:47][cH:48][cH:49]1>>[CH3:1][O:2][c:3]1[cH:4][cH:5][c:6]([C:9]2([CH2:10][N:11]3[C:12](=[O:21])[c:13]4[cH:14][cH:15][cH:16][cH:17][c:18]4[C:19]3=[O:20])[O:22][CH2:23][CH2:24][O:25]2)[cH:7][cH:8]1. The reactants are OCCO, CCCCO, COc1ccc(C(=O)CN2C(=O)c3ccccc3C2=O)cc1, Cc1ccc(S(=O)(=O)O)cc1, Cc1ccccc1. The reactants are CN1C=NC(=CC1=O)NC (3-methyl-6-(methylamino)pyrimidin-4(3H)-one), CN1C=NC(=CC1=O)NC (3-methyl-6-(methylamino)pyrimidin-4(3H)-one), C(CC(=O)OCC)(=O)OCC (diethyl malonate), C1(=CC=CC=C1)OC1=CC=CC=C1 (phenyl ether), CN1C(CCC1)=O (1-methyl-2-pyrrolidinone). Conditions: time 30 minute. Product: OC1=CC(N(C=2N=CN(C(C21)=O)C)C)=O (5-hydroxy-3,8-dimethylpyrido[2,3-d]pyrimidine-4,7(3H,8H)-dione). RXN SMILES: [CH3:1][N:2]1[C:7](=[O:8])[CH:6]=[C:5]([NH:9][CH3:10])[N:4]=[CH:3]1.[C:11]([O:19]CC)(=O)[CH2:12][C:13]([O:15]CC)=O.C1(OC2C=CC=CC=2)C=CC=CC=1.CN1CCCC1=O>>[OH:19][C:11]1[C:12]2[C:13](=[O:15])[N:9]([CH3:10])[CH:5]=[N:4][C:3]=2[N:2]([CH3:1])[C:7](=[O:8])[CH:6]=1. Procedure: 3-Methyl-6-(methylamino)pyrimidin-4(3H)-one (compound 1B; 400 mg, 2.88 mmol, 1 eq), diethyl malonate (873 μl, 5.76 mmol, 2 eq) and phenyl ether (915 μl, 5.76 mmol, 2 eq) were dissolved in 1-methyl-2-pyrrolidinone (2 ml, 20 mmol). The mixture was placed in a microwave reactor at 240° C. for 30 minutes to yield 5-hydroxy-3,8-dimethylpyrido[2,3-d]pyrimidine-4,7(3H,8H)-dione (compound 1C). The product was confirmed by LC-MS and isolated by HPLC to give 125 mg (21%) of compound 1C. [M+H] calc'd for C... Starting materials: CN([C@H]1CN(CC1)CC1=CC=C(C(=O)OC)C=C1)C ((R)-Methyl 4-((3-(dimethylamino)pyrrolidin-1-yl)methyl)benzoate). Solvent: Cl (hydrochloric acid). Reaction conditions: temperature -78 celsius. The product is CN([C@H]1CN(CC1)CC1=CC=C(C(=O)O)C=C1)C ((R)-4-((3-(Dimethylamino)pyrrolidin-1-yl)methyl)benzoic acid). Yield: 124.6%. Reaction SMILES: [CH3:1][N:2]([CH3:19])[C@@H:3]1[CH2:7][CH2:6][N:5]([CH2:8][C:9]2[CH:18]=[CH:17][C:12]([C:13]([O:15]C)=[O:14])=[CH:11][CH:10]=2)[CH2:4]1>Cl>[CH3:1][N:2]([CH3:19])[C@@H:3]1[CH2:7][CH2:6][N:5]([CH2:8][C:9]2[CH:18]=[CH:17][C:12]([C:13]([OH:15])=[O:14])=[CH:11][CH:10]=2)[CH2:4]1. Procedure: Compound 6 (0.55 g, 2.1 mmol) was heated to 110° C. in 2N aqueous hydrochloric acid (7 mL) for 18 h then cooled to −78° C. and lyophilized to give compound 7 as a grey solid (0.65 g, 97% yield). LRMS: 248.2 (calc), 249.0 (obs). Reactants: S1C(=NC2=C1C=CC=C2)SC2C(=O)OC(C2)=O ((benzothiazol-2-ylthio)succinic anhydride), C(CCCCCCCCCCC)N (dodecylamine), mono(dodecylamides). The solvent is C(C)OCC (diethyl ether). Product: C(CCCCCCCCCCC)NC(C(CC(=O)O)SC=1SC2=C(N1)C=CC=C2)=O ((Benzothiazol-2-ylthio)-succinic acid mono(dodecylamide)). As a reaction SMILES: [S:1]1[C:5]2[CH:6]=[CH:7][CH:8]=[CH:9][C:4]=2[N:3]=[C:2]1[S:10][CH:11]1[CH2:16][C:15](=[O:17])[O:14][C:12]1=[O:13].[CH2:18]([NH2:30])[CH2:19][CH2:20][CH2:21][CH2:22][CH2:23][CH2:24][CH2:25][CH2:26][CH2:27][CH2:28][CH3:29]>C(OCC)C>[CH2:18]([NH:30][C:12](=[O:13])[CH:11]([S:10][C:2]1[S:1][C:5]2[CH:6]=[CH:7][CH:8]=[CH:9][C:4]=2[N:3]=1)[CH2:16][C:15]([OH:14])=[O:17])[CH2:19][CH2:20][CH2:21][CH2:22][CH2:23][CH2:24][CH2:25][CH2:26][CH2:27][CH2:28][CH3:29]. Procedure details: A mixture of 7 parts of (benzothiazol-2-ylthio)succinic anhydride, 4.8 parts of dodecylamine and 60 parts of diethyl ether is heated at 35° for 3 hours. Filtration of the resulting mixture gives a mixture of the two isomeric mono(dodecylamides), melting at 117°-121°. Conditions: temperature -70 celsius, time 8 hour. Starting materials: C[Li] (Methyllithium), C(C)(C)NC(C)C (diisopropylamine), Cl[Si](C)(C)C (chlorotrimethylsilane), C(C(C)C)C1=CC=C(C=C1)C(C(=O)OCC)C (ethyl 4-isobutyl-α-methylphenylacetate). Reaction SMILES: C[Li].C(NC(C)C)(C)C.[CH2:10]([C:14]1[CH:19]=[CH:18][C:17]([CH:20]([CH3:26])[C:21]([O:23][CH2:24][CH3:25])=[O:22])=[CH:16][CH:15]=1)[CH:11]([CH3:13])[CH3:12].Cl[Si:28]([CH3:31])([CH3:30])[CH3:29]>C(OCC)C>[CH2:24]([O:23][C:21]([O:22][Si:28]([CH3:31])([CH3:30])[CH3:29])=[C:20]([CH3:26])[C:17]1[CH:16]=[CH:15][C:14]([CH2:10][CH:11]([CH3:13])[CH3:12])=[CH:19][CH:18]=1)[CH3:25]. The product is C(C)OC(=C(C1=CC=C(C=C1)CC(C)C)C)O[Si](C)(C)C (β-ethoxy-4-isobutyl-α-methyl-β-(trimethylsiloxy)-styrene). Run in C(C)OCC (diethyl ether), C(C)OCC (diethyl ether). The yield is 69.9%. Reported procedure: Methyllithium in diethyl ether (0.25 mol, 140 ml of 1.8 M solution) was added dropwise to a solution of 27.6 g (0.27 mol) of diisopropylamine in 40 ml of diethyl ether. The reaction mixture was cooled to -70° C. and 37.5 g (0.16 mol) of ethyl 4-isobutyl-α-methylphenylacetate were added dropwise. The reaction mixture was warmed to 0° C. and 46 ml (0.36 mol) of chlorotrimethylsilane were added. The reaction mixture was stirred overnight at 25° C., filtered and then distilled to give 34.3 g (70% yi...